describe an organic reaction: reactants, conditions, products, and yield From a dataset of the Open Reaction Database (ORD), a public repository of structured organic reaction records. Starting materials: C(C)(=O)[O-].[Na+] (sodium acetate), Cl.S(=O)(=O)(O)C(C(=O)O)N (α-sulfo-α-aminoacetic acid hydrochloride), COC1OC(CC1)OC (2,5-dimethoxytetrahydrofuran). The solvent is C(C)OC(C)=O (ethylacetate), C(C)(=O)O (acetic acid), C(C)(=O)O (acetic acid). Product: S(=O)(=O)(O)C(C(=O)O)N1C=CC=C1 (α-sulfo-α-(1-pyrryl) acetic acid). RXN SMILES: C([O-])(=O)C.[Na+].Cl.[S:7]([CH:11]([NH2:15])[C:12]([OH:14])=[O:13])([OH:10])(=[O:9])=[O:8].CO[CH:18]1[CH2:22][CH2:21][CH:20](OC)O1>C(O)(=O)C.C(OC(=O)C)C>[S:7]([CH:11]([N:15]1[CH:18]=[CH:22][CH:21]=[CH:20]1)[C:12]([OH:14])=[O:13])([OH:10])(=[O:9])=[O:8] |f:0.1,2.3|. Procedure details: To a solution of sodium acetate (0.1 mole) in about 300 ml of glacial acetic acid is added about 0.05 mole of α-sulfo-α-aminoacetic acid hydrochloride. The solution is heated to reflux for 5 minutes, 2,5-dimethoxytetrahydrofuran (1 equivalent based on α-sulfo-α-aminoacetic acid hydrochloride) is added as quickly as possible, and the solution refluxed for an additional 2 minutes. The acetic acid is flash evaporated leaving a residue which is taken up in ethylacetate. The ethyl acetate is filtered... Procedure details: A solution of 4-{[7-({[3-[2-(1,3-dihydro-2H-isoindol-2-yl)ethyl]-5-(trifluoromethyl)phenyl]amino}carbonyl)-5,6,7,8-tetrahydronaphthalen-2-yl]oxy}-N-methylpyridine-2-carboxamide (0.158 g, 0.25 mmol) and ethane-1,2-diamine (2 mL) was allowed to stir at rt overnight. The reaction mixture was diluted with EtOAc and water. The solution was extracted with EtOAc. The combined organic solutions were washed with brine and concentrated to give a white solid. The residue was purified by column chromatograp... Yields the product NCCC=1C=C(C=C(C1)C(F)(F)F)NC(=O)C1CCC=2C=CC(=CC2C1)OC1=CC(=NC=C1)C(=O)NC (4-{[7-({[3-(2-aminoethyl)-5-(trifluoromethyl)phenyl]-amino}carbonyl)-5,6,7,8-tetrahydronaphthalen-2-yl]oxy}-N-methylpyridine-2-carboxamide). As a reaction SMILES: C1C2C(=CC=CC=2)C[N:2]1[CH2:10][CH2:11][C:12]1[CH:13]=[C:14]([NH:22][C:23]([CH:25]2[CH2:34][C:33]3[CH:32]=[C:31]([O:35][C:36]4[CH:41]=[CH:40][N:39]=[C:38]([C:42]([NH:44][CH3:45])=[O:43])[CH:37]=4)[CH:30]=[CH:29][C:28]=3[CH2:27][CH2:26]2)=[O:24])[CH:15]=[C:16]([C:18]([F:21])([F:20])[F:19])[CH:17]=1.C(N)CN>CCOC(C)=O.O>[NH2:2][CH2:10][CH2:11][C:12]1[CH:13]=[C:14]([NH:22][C:23]([CH:25]2[CH2:34][C:33]3[CH:32]=[C:31]([O:35][C:36]4[CH:41]=[CH:40][N:39]=[C:38]([C:42]([NH:44][CH3:45])=[O:43])[CH:37]=4)[CH:30]=[CH:29][C:28]=3[CH2:27][CH2:26]2)=[O:24])[CH:15]=[C:16]([C:18]([F:21])([F:19])[F:20])[CH:17]=1. The yield is 106.9%. Run in CCOC(=O)C (EtOAc), O (water). Run at time 8 hour. Starting materials: C1N(CC2=CC=CC=C12)CCC=1C=C(C=C(C1)C(F)(F)F)NC(=O)C1CCC=2C=CC(=CC2C1)OC1=CC(=NC=C1)C(=O)NC (4-{[7-({[3-[2-(1,3-dihydro-2H-isoindol-2-yl)ethyl]-5-(trifluoromethyl)phenyl]amino}carbonyl)-5,6,7,8-tetrahydronaphthalen-2-yl]oxy}-N-methylpyridine-2-carboxamide), C(CN)N (ethane-1,2-diamine). The reactants are Cl, NC1=NC2(c3ccccc3F)COC(C(F)(F)F)C2CS1, [Na+], [OH-], O, O=C(O)C(F)(F)F, O=[N+]([O-])O, O=S(=O)(O)O. Yields the product Cl, NC1=NC2(c3cc([N+](=O)[O-])ccc3F)COC(C(F)(F)F)C2CS1. Reaction SMILES: [ClH:40].[F:1][c:2]1[c:3]([C:8]23[N:9]=[C:10]([NH2:21])[S:11][CH2:12][CH:13]2[CH:14]([C:17]([F:18])([F:19])[F:20])[O:15][CH2:16]3)[cH:4][cH:5][cH:6][cH:7]1.[Na+:39].[OH-:38].[OH2:41].[OH:22][C:23]([C:24]([F:25])([F:26])[F:27])=[O:28].[OH:34][N+:35]([O-:36])=[O:37].[S:29](=[O:30])(=[O:31])([OH:32])[OH:33]>>[ClH:40].[F:1][c:2]1[c:3]([C:8]23[N:9]=[C:10]([NH2:21])[S:11][CH2:12][CH:13]2[CH:14]([C:17]([F:18])([F:19])[F:20])[O:15][CH2:16]3)[cH:4][c:5]([N+:35](=[O:34])[O-:36])[cH:6][cH:7]1. Starting materials: O=C1COc2cc(Cl)c(Br)nc2N1, O=C([O-])O, C1COCCO1, CCOC(C)=O, [K+], O, OB(O)C=Cc1ccccc1. Yields the product O=C1COc2cc(Cl)c(C=Cc3ccccc3)nc2N1. RXN SMILES: [Br:1][c:2]1[c:3]([Cl:13])[cH:4][c:5]2[c:10]([n:11]1)[NH:9][C:8](=[O:12])[CH2:7][O:6]2.[C:25](=[O:26])([O-:27])[OH:28].[CH2:30]1[O:31][CH2:32][CH2:33][O:34][CH2:35]1.[CH3:37][CH2:38][O:39][C:40](=[O:41])[CH3:42].[K+:29].[OH2:36].[c:14]1([CH:20]=[CH:21][B:22]([OH:23])[OH:24])[cH:15][cH:16][cH:17][cH:18][cH:19]1>>[c:2]1([CH:21]=[CH:20][c:14]2[cH:15][cH:16][cH:17][cH:18][cH:19]2)[c:3]([Cl:13])[cH:4][c:5]2[c:10]([n:11]1)[NH:9][C:8](=[O:12])[CH2:7][O:6]2. Reactants: Cc1c(Br)sc2ccc(Cl)cc12, CN1CCCC1=O, C=C[Sn](CCCC)(CCCC)CCCC, O=C(C=Cc1ccccc1)C=Cc1ccccc1, O=C(C=Cc1ccccc1)C=Cc1ccccc1, O=C(C=Cc1ccccc1)C=Cc1ccccc1, [Pd], [Pd], c1coc(P(c2ccco2)c2ccco2)c1. RXN SMILES: [Br:1][c:2]1[s:3][c:4]2[c:5]([c:6]1[CH3:7])[cH:8][c:9]([Cl:12])[cH:10][cH:11]2.[CH3:44][N:45]1[CH2:46][CH2:47][CH2:48][C:49]1=[O:50].[CH:13](=[CH2:14])[Sn:15]([CH2:16][CH2:17][CH2:18][CH3:19])([CH2:20][CH2:21][CH2:22][CH3:23])[CH2:24][CH2:25][CH2:26][CH3:27].[O:53]=[C:54]([CH:55]=[CH:56][c:57]1[cH:58][cH:59][cH:60][cH:61][cH:62]1)[CH:63]=[CH:64][c:65]1[cH:66][cH:67][cH:68][cH:69][cH:70]1.[O:71]=[C:72]([CH:73]=[CH:74][c:75]1[cH:76][cH:77][cH:78][cH:79][cH:80]1)[CH:81]=[CH:82][c:83]1[cH:84][cH:85][cH:86][cH:87][cH:88]1.[O:89]=[C:90]([CH:91]=[CH:92][c:93]1[cH:94][cH:95][cH:96][cH:97][cH:98]1)[CH:99]=[CH:100][c:101]1[cH:102][cH:103][cH:104][cH:105][cH:106]1.[Pd:51].[Pd:52].[o:28]1[cH:29][cH:30][cH:31][c:32]1[P:33]([c:34]1[o:35][cH:36][cH:37][cH:38]1)[c:39]1[o:40][cH:41][cH:42][cH:43]1>>[c:2]1([CH:13]=[CH2:14])[s:3][c:4]2[c:5]([c:6]1[CH3:7])[cH:8][c:9]([Cl:12])[cH:10][cH:11]2. The product is C=Cc1sc2ccc(Cl)cc2c1C. The reactants are COC(=C(C#N)C#N)C1=CC=C(C=C1)OC1=CC=CC=C1 (2-(methoxy(4-phenoxyphenyl)methylene)malononitrile), BrC=1C=NC=CC1NN (3-bromo-4-hydrazinylpyridine). The solvent is C(C)O (ethanol). The product is NC1=C(C(=NN1C1=C(C=NC=C1)Br)C1=CC=C(C=C1)OC1=CC=CC=C1)C#N (5-amino-1-(3-bromopyridin-4-yl)-3-(4-phenoxyphenyl)-1H-pyrazole-4-carbonitrile). The yield is 35.5%. RXN SMILES: CO[C:3]([C:9]1[CH:14]=[CH:13][C:12]([O:15][C:16]2[CH:21]=[CH:20][CH:19]=[CH:18][CH:17]=2)=[CH:11][CH:10]=1)=[C:4]([C:7]#[N:8])[C:5]#[N:6].[Br:22][C:23]1[CH:24]=[N:25][CH:26]=[CH:27][C:28]=1[NH:29][NH2:30]>C(O)C>[NH2:6][C:5]1[N:29]([C:28]2[CH:27]=[CH:26][N:25]=[CH:24][C:23]=2[Br:22])[N:30]=[C:3]([C:9]2[CH:14]=[CH:13][C:12]([O:15][C:16]3[CH:21]=[CH:20][CH:19]=[CH:18][CH:17]=3)=[CH:11][CH:10]=2)[C:4]=1[C:7]#[N:8]. Procedure details: A mixture of 2-(methoxy(4-phenoxyphenyl)methylene)malononitrile (7.3 g, 0.026 mol) and 3-bromo-4-hydrazinylpyridine (4.2 g, 0.022 mol) in ethanol (300 mL) was stirred at reflux under N2 overnight. The reaction was cooled to RT slowly and stirred at RT for about 4 hr till solid precipitated. The solid was filtered, collected and washed with hexane to get 3.38 g (35%) of 5-amino-1-(3-bromopyridin-4-yl)-3-(4-phenoxyphenyl)-1H-pyrazole-4-carbonitrile as a light yellow solid. MS (ESI) m/e [M+1]+ 431.... Reactants: Mg, OS(=O)(=O)O (H2SO4), ice, C1(=CC=C(OC)C=C1)C(=O)CC1=CC=C(OC)C=C1 (desoxyanisoin), Grignard reagent, II (I2), BrC1=CC=C(C=C1)OCC1=CC=CC=C1 (Benzyl 4-bromophenyl ether). Run in C1CCOC1 (THF), C1CCOC1 (THF), C1CCOC1 (THF). Yields the product C(C1=CC=CC=C1)OC1=CC=C(C=C1)C(=CC1=CC=C(C=C1)OC)C1=CC=C(C=C1)OC (1-(4-Benzyloxyphenyl)-1,2-bis(4-methoxyphenyl)ethene). Yield: 99.9%. Reaction SMILES: Br[C:2]1[CH:7]=[CH:6][C:5]([O:8][CH2:9][C:10]2[CH:15]=[CH:14][CH:13]=[CH:12][CH:11]=2)=[CH:4][CH:3]=1.II.[C:18]1([C:26]([CH2:28][C:29]2[CH:36]=[CH:35][C:32]([O:33][CH3:34])=[CH:31][CH:30]=2)=O)[CH:25]=[CH:24][C:21]([O:22][CH3:23])=[CH:20][CH:19]=1.OS(O)(=O)=O>C1COCC1>[CH2:9]([O:8][C:5]1[CH:6]=[CH:7][C:2]([C:28]([C:29]2[CH:36]=[CH:35][C:32]([O:33][CH3:34])=[CH:31][CH:30]=2)=[CH:26][C:18]2[CH:19]=[CH:20][C:21]([O:22][CH3:23])=[CH:24][CH:25]=2)=[CH:3][CH:4]=1)[C:10]1[CH:15]=[CH:14][CH:13]=[CH:12][CH:11]=1. Procedure details: Benzyl 4-bromophenyl ether (13.155 g; 50 mmol), prepared in Example 2, in 20 mL THF was added to Mg turnings (1.17 g; 48 mg-atom) in 20 mL THF. Grignard reagent formation was facilitated by addition of a few drops of EtBr2, one crystal of I2, and heat. This mixture was stirred and heated to reflux for 2 h. 11.54 g (45 mmol) desoxyanisoin was added under reflux as a slurry in 60 mL THF. The resulting mixture was stirred at reflux for 18 h, cooled to room temperature, poured onto 200 g 2N H2SO4 an... As a reaction SMILES: [C:1]([CH2:2][CH2:3][CH2:4][CH2:5][CH2:6][CH2:7][CH2:8][CH2:9][CH2:10][CH2:11][CH2:12][CH2:13][CH2:14][CH2:15][CH3:16])(=[O:17])[O:18][CH:19]([CH2:20][C:21](=[O:22])[NH:23][CH2:24][CH2:25][C:26](=[O:27])[NH:28][CH:29]([CH:30]([OH:31])[CH3:32])[C:33](=[O:34])[OH:35])[CH2:36][CH2:37][CH2:38][CH2:39][CH2:40][CH2:41][CH2:42][CH2:43][CH2:44][CH2:45][CH2:46][CH2:47][CH2:48][CH2:49][CH3:50].[NH2:51][CH:52]([CH2:53][CH2:54][C:55](=[O:56])[O:57][CH2:58][c:59]1[cH:60][cH:61][cH:62][cH:63][cH:64]1)[C:65](=[O:66])[O:67][CH2:68][c:69]1[cH:70][cH:71][cH:72][cH:73][cH:74]1>>[C:1]([CH2:2][CH2:3][CH2:4][CH2:5][CH2:6][CH2:7][CH2:8][CH2:9][CH2:10][CH2:11][CH2:12][CH2:13][CH2:14][CH2:15][CH3:16])(=[O:17])[O:18][CH:19]([CH2:20][C:21](=[O:22])[NH:23][CH2:24][CH2:25][C:26](=[O:27])[NH:28][CH:29]([CH:30]([OH:31])[CH3:32])[C:33](=[O:34])[NH:51][CH:52]([CH2:53][CH2:54][C:55](=[O:56])[O:57][CH2:58][c:59]1[cH:60][cH:61][cH:62][cH:63][cH:64]1)[C:65](=[O:66])[O:67][CH2:68][c:69]1[cH:70][cH:71][cH:72][cH:73][cH:74]1)[CH2:36][CH2:37][CH2:38][CH2:39][CH2:40][CH2:41][CH2:42][CH2:43][CH2:44][CH2:45][CH2:46][CH2:47][CH2:48][CH2:49][CH3:50]. Yields the product CCCCCCCCCCCCCCCC(=O)OC(CCCCCCCCCCCCCCC)CC(=O)NCCC(=O)NC(C(=O)NC(CCC(=O)OCc1ccccc1)C(=O)OCc1ccccc1)C(C)O. Reactants: CCCCCCCCCCCCCCCC(=O)OC(CCCCCCCCCCCCCCC)CC(=O)NCCC(=O)NC(C(=O)O)C(C)O, NC(CCC(=O)OCc1ccccc1)C(=O)OCc1ccccc1.